From a dataset of the Open Reaction Database (ORD), a public repository of structured organic reaction records. describe an organic reaction: reactants, conditions, products, and yield The reactants are ClC1=C(OC=2C=CC(=C(CO)C2)[N+](=O)[O-])C=CC(=C1)C(F)(F)F (5-(2-chloro-4-trifluoromethyl-phenoxy)-2-nitrobenzyl alcohol), [N+](=O)(O)[O-] (nitric acid). The solvent is [N+](=O)([O-])C (nitromethane), O (water), O (water). Conditions: time 8 hour. Product: ClC1=C(OC=2C=CC(=C(C=O)C2)[N+](=O)[O-])C=CC(=C1)C(F)(F)F (5-(2-chloro-4-trifluoromethyl-phenoxy)-2-nitro-benzaldehyde). Yield: 50.5%. Reaction SMILES: [Cl:1][C:2]1[CH:19]=[C:18]([C:20]([F:23])([F:22])[F:21])[CH:17]=[CH:16][C:3]=1[O:4][C:5]1[CH:6]=[CH:7][C:8]([N+:13]([O-:15])=[O:14])=[C:9]([CH:12]=1)[CH2:10][OH:11].[N+]([O-])(O)=O>[N+](C)([O-])=O.O>[Cl:1][C:2]1[CH:19]=[C:18]([C:20]([F:21])([F:23])[F:22])[CH:17]=[CH:16][C:3]=1[O:4][C:5]1[CH:6]=[CH:7][C:8]([N+:13]([O-:15])=[O:14])=[C:9]([CH:12]=1)[CH:10]=[O:11]. Reported procedure: 100 g of 5-(2-chloro-4-trifluoromethyl-phenoxy)-2-nitrobenzyl alcohol were dissolved in 370 ml of nitromethane. A mixture of 86.4 g of 65% strength nitric acid and 43.2 g of water was then added dropwise in the course of 90 minutes to this solution, at 60° to 65° C., and the mixture was stirred for 8 hours at 60° to 65° C. It was then diluted with 4 liters of water, and the product was filtered off. 50.2 g (50% of theory) of 5-(2-chloro-4-trifluoromethyl-phenoxy)-2-nitro-benzaldehyde, of melting...